This data is from the Open Reaction Database (ORD), a public repository of structured organic reaction records. The task is: describe an organic reaction: reactants, conditions, products, and yield Starting materials: C1(=CC=CC=C1)N1C(=NC2=NC=CC=C21)[C@H](C)N ((S)-1-(1-phenyl-1H-imidazo[4,5-b]pyridin-2-yl)ethylamine), ClC1=C2N=CN(C2=NC=N1)C1OCCCC1 (6-chloro-9-(tetrahydropyran-2-yl)-9H-purine), CCN(C(C)C)C(C)C (DIPEA). Run in C(CCC)O (n-butanol). Conditions: temperature 90 celsius. Yields the product C1(=CC=CC=C1)N1C(=NC2=NC=CC=C21)C(C)NC2=C1N=CNC1=NC=N2 ([1-(1-Phenyl-1H-imidazo[4,5-b]pyridin-2-yl)-ethyl]-(9H-purin-6-yl)-amine). Isolated yield 36.2%. As a reaction SMILES: [C:1]1([N:7]2[C:15]3[C:10](=[N:11][CH:12]=[CH:13][CH:14]=3)[N:9]=[C:8]2[C@@H:16]([NH2:18])[CH3:17])[CH:6]=[CH:5][CH:4]=[CH:3][CH:2]=1.Cl[C:20]1[N:28]=[CH:27][N:26]=[C:25]2[C:21]=1[N:22]=[CH:23][N:24]2C1CCCCO1.CCN(C(C)C)C(C)C>C(O)CCC>[C:1]1([N:7]2[C:15]3[C:10](=[N:11][CH:12]=[CH:13][CH:14]=3)[N:9]=[C:8]2[CH:16]([NH:18][C:20]2[N:28]=[CH:27][N:26]=[C:25]3[C:21]=2[N:22]=[CH:23][NH:24]3)[CH3:17])[CH:2]=[CH:3][CH:4]=[CH:5][CH:6]=1. Procedure details: A mixture of (S)-1-(1-phenyl-1H-imidazo[4,5-b]pyridin-2-yl)ethylamine (330 mg, 1.38 mmol), 6-chloro-9-(tetrahydropyran-2-yl)-9H-purine (460 mg, 1.94 mmol) and DIPEA (440 μL, 2.49 mmol) in n-butanol (2 mL) was heated at 90° C. in a sealed vial for 16 h. After cooling to RT, the volatiles were removed under reduced pressure and the resulting residue loaded onto an Isolute® SCX-2 cartridge and washed with MeOH followed by 2M NH3/MeOH. The product containing fractions were combined and concentrated ... Starting materials: CCc1nn2c(-c3c(OC)cc(COC)cc3OC)cccc2c1[N+](=O)[O-], CCO, CC(=O)O, O, [Zn]. Yields the product CCc1nn2c(-c3c(OC)cc(COC)cc3OC)cccc2c1N. As a reaction SMILES: [CH3:1][O:2][c:3]1[c:4](-[c:14]2[cH:15][cH:16][cH:17][c:18]3[n:19]2[n:20][c:21]([CH2:26][CH3:27])[c:22]3[N+:23]([O-:24])=[O:25])[c:5]([O:12][CH3:13])[cH:6][c:7]([CH2:9][O:10][CH3:11])[cH:8]1.[CH3:28][CH2:29][OH:30].[CH3:33][C:34](=[O:35])[OH:36].[OH2:31].[Zn:32]>>[CH3:1][O:2][c:3]1[c:4](-[c:14]2[cH:15][cH:16][cH:17][c:18]3[n:19]2[n:20][c:21]([CH2:26][CH3:27])[c:22]3[NH2:23])[c:5]([O:12][CH3:13])[cH:6][c:7]([CH2:9][O:10][CH3:11])[cH:8]1. Reactants: FC1=C(C=CC(=C1)C(C(=O)OCC)(C(=O)[O-])C)C1=CC=CC=C1 (ethyl 2-(2-fluoro-4-biphenylyl)-2-methylmalonate), C(C)(=O)O (acetic acid), Cl (hydrochloric acid). The solvent is O (water). Yields the product CC(C=1C=CC(=C(C1)F)C=2C=CC=CC2)C(=O)O (flurbiprofen). The yield is 66.8%. As a reaction SMILES: [F:1][C:2]1[CH:7]=[C:6]([C:8](C)([C:14]([O-])=O)[C:9]([O:11]CC)=[O:10])[CH:5]=[CH:4][C:3]=1[C:18]1[CH:23]=[CH:22][CH:21]=[CH:20][CH:19]=1.C(O)(=O)C.Cl>O>[CH3:14][CH:8]([C:9]([OH:11])=[O:10])[C:6]1[CH:5]=[CH:4][C:3]([C:18]2[CH:19]=[CH:20][CH:21]=[CH:22][CH:23]=2)=[C:2]([F:1])[CH:7]=1. Procedure details: In a 200 ml round-bottom flask is placed 15.03 g (~43.7 mmol) of ethyl 2-(2-fluoro-4-biphenylyl)-2-methylmalonate, 62 ml of glacial acetic acid, and 22 ml of 6 N aqueous hydrochloric acid. The mixture is refluxed under nitrogen for 24 hours. On cooling to room temperature, the solution is diluted with 250 ml of water and the mixture is extracted with 4×50 ml of methylene chloride. The combined extracts are washed with 2×100 ml of water and then with 8×40 ml (0.2 N) of aqueous potassium hydroxide... Starting materials: C1CCOC1, O=C1OCC(c2ccc(F)c(F)c2)N1C(=O)Oc1ccc([N+](=O)[O-])cc1, CC1(c2ccccc2)CCN(CCCN)CC1. The product is CC1(c2ccccc2)CCN(CCCNC(=O)N2C(=O)OCC2c2ccc(F)c(F)c2)CC1. Reaction SMILES: [CH2:44]1[O:45][CH2:46][CH2:47][CH2:48]1.[N+:18]([c:19]1[cH:20][cH:21][c:22]([O:27][C:28](=[O:23])[N:30]2[C:31](=[O:43])[O:32][CH2:33][CH:34]2[c:35]2[cH:36][c:37]([F:42])[c:38]([F:41])[cH:39][cH:40]2)[cH:24][cH:25]1)([O-:26])=[O:29].[NH2:1][CH2:2][CH2:3][CH2:4][N:5]1[CH2:6][CH2:7][C:8]([c:11]2[cH:12][cH:13][cH:14][cH:15][cH:16]2)([CH3:17])[CH2:9][CH2:10]1>>[NH:1]([CH2:2][CH2:3][CH2:4][N:5]1[CH2:6][CH2:7][C:8]([c:11]2[cH:12][cH:13][cH:14][cH:15][cH:16]2)([CH3:17])[CH2:9][CH2:10]1)[C:28](=[O:27])[N:30]1[C:31](=[O:43])[O:32][CH2:33][CH:34]1[c:35]1[cH:36][c:37]([F:42])[c:38]([F:41])[cH:39][cH:40]1.